From a dataset of the Open Reaction Database (ORD), a public repository of structured organic reaction records. describe an organic reaction: reactants, conditions, products, and yield Reactants: CCO, O=C1c2ccccc2C(=O)N1CCn1cncc1-c1ccnc(Nc2cccc(Cl)c2)n1, NN, O. Product: NCCn1cncc1-c1ccnc(Nc2cccc(Cl)c2)n1. RXN SMILES: [CH3:36][CH2:37][OH:38].[Cl:4][c:5]1[cH:6][c:7]([NH:8][c:9]2[n:10][cH:11][cH:12][c:13](-[c:15]3[cH:16][n:17][cH:18][n:19]3[CH2:20][CH2:21][N:22]3[C:23](=[O:24])[c:25]4[cH:26][cH:27][cH:28][cH:29][c:30]4[C:31]3=[O:32])[n:14]2)[cH:33][cH:34][cH:35]1.[NH2:2][NH2:3].[OH2:1]>>[Cl:4][c:5]1[cH:6][c:7]([NH:8][c:9]2[n:10][cH:11][cH:12][c:13](-[c:15]3[cH:16][n:17][cH:18][n:19]3[CH2:20][CH2:21][NH2:22])[n:14]2)[cH:33][cH:34][cH:35]1. Starting materials: C(C)(C)(C)OC(N(CC=1C=NC(=C(C1)F)OC)C1=NC(=C(C=C1)Br)F)=O ((5-bromo-6-fluoro-pyridin-2-yl)-(5-fluoro-6-methoxy-pyridin-3-ylmethyl)-carbamic acid tert-butyl ester), C(C)(C)[Mg]Cl (isopropylmagnesium chloride), [Cl-].[NH4+] (ammonium chloride), CN(C=O)C (N,N-dimethylformamide). Run in O1CCCC1 (tetrahydrofuran). Reaction conditions: temperature -45 celsius. Product: C(C)(C)(C)OC(N(CC=1C=NC(=C(C1)F)OC)C1=NC(=C(C=C1)C=O)F)=O ((6-fluoro-5-formyl-pyridin-2-yl)-(5-fluoro-6-methoxy-pyridin-3-ylmethyl)-carbamic acid tert-butyl ester). Isolated yield 70.4%. RXN SMILES: [C:1]([O:5][C:6](=[O:26])[N:7]([C:18]1[CH:23]=[CH:22][C:21](Br)=[C:20]([F:25])[N:19]=1)[CH2:8][C:9]1[CH:10]=[N:11][C:12]([O:16][CH3:17])=[C:13]([F:15])[CH:14]=1)([CH3:4])([CH3:3])[CH3:2].C([Mg]Cl)(C)C.CN(C)[CH:34]=[O:35].[Cl-].[NH4+]>O1CCCC1>[C:1]([O:5][C:6](=[O:26])[N:7]([C:18]1[CH:23]=[CH:22][C:21]([CH:34]=[O:35])=[C:20]([F:25])[N:19]=1)[CH2:8][C:9]1[CH:10]=[N:11][C:12]([O:16][CH3:17])=[C:13]([F:15])[CH:14]=1)([CH3:4])([CH3:3])[CH3:2] |f:3.4|. Procedure: To (5-bromo-6-fluoro-pyridin-2-yl)-(5-fluoro-6-methoxy-pyridin-3-ylmethyl)-carbamic acid tert-butyl ester (60, 2.90 g, 6.74 mmol) in 25.0 mL of tetrahydrofuran at −35° C. under nitrogen, isopropylmagnesium chloride (3.54 mL, 2.00 M in tetrahydrofuran, 7.08 mmol) was added and the reaction was allowed to come to 0° C. over an hour. The reaction was cooled to −45° C. and N,N-dimethylformamide (1.0 mL, 13.0 mmol) was added. The reaction was allowed to warm to room temperature over 2 hours, then pou... Reactants: COC(CC1=C(C=C(C=C1)C1CCCCC1)OC)=O ((4-cyclohexyl-2-methyoxyphenyl)-acetic acid methylester), S(=O)(=O)(Cl)Cl (sulphuryl chloride). Run in C(Cl)Cl (methylene chloride). Run at time 60 hour. The product is COC(CC1=C(C=C(C(=C1)Cl)C1CCCCC1)OC)=O ((5-Chloro-4-cyclohexyl-2-methoxyphenyl)-acetic acid methylester). RXN SMILES: [CH3:1][O:2][C:3](=[O:19])[CH2:4][C:5]1[CH:10]=[CH:9][C:8]([CH:11]2[CH2:16][CH2:15][CH2:14][CH2:13][CH2:12]2)=[CH:7][C:6]=1[O:17][CH3:18].S(Cl)([Cl:23])(=O)=O>C(Cl)Cl>[CH3:1][O:2][C:3](=[O:19])[CH2:4][C:5]1[CH:10]=[C:9]([Cl:23])[C:8]([CH:11]2[CH2:12][CH2:13][CH2:14][CH2:15][CH2:16]2)=[CH:7][C:6]=1[O:17][CH3:18]. Procedure: The (4-cyclohexyl-2-methyoxyphenyl)-acetic acid methylester obtained as above is dissolved in 500 ml of methylene chloride, and 5.5 ml of sulphuryl chloride and 200 mg of silica gel are added. After stirring at 22° for 60 hours, there is substantial evaporation, and the residue is chromatographed on 300 g of silica gel. A homogeneous product is extracted with methylene chloride. The reactants are NC(C#C)(C)C (3-amino-3-methyl-1-butyne), FC=1C(=C2/C(/C(NC2=CC1)=O)=C/C1=C(N=CN1)C)I ((Z)-1,3-dihydro-5-fluoro-4-iodo-3-[(4-methyl-1H-imidazol-5-yl)methylene]-2H-indol-2-one), FC=1C(=C2/C(/C(NC2=CC1)=O)=C/C1=C(N=CN1)C)I ((Z)-1,3-dihydro-5-fluoro-4-iodo-3-[(4-methyl-1H-imidazol-5-yl)methylene]-2H-indol-2-one). The reagents and catalysts are C=1C=CC(=CC1)[P](C=2C=CC=CC2)(C=3C=CC=CC3)[Pd]([P](C=4C=CC=CC4)(C=5C=CC=CC5)C=6C=CC=CC6)([P](C=7C=CC=CC7)(C=8C=CC=CC8)C=9C=CC=CC9)[P](C=1C=CC=CC1)(C=1C=CC=CC1)C=1C=CC=CC1 ((Ph3P)4Pd). The solvent is CCN(CC)CC (Et3N), CN(C)C=O (DMF). Yields the product NC(C#CC1=C2/C(/C(NC2=CC=C1F)=O)=C/C1=C(N=CN1)C)(C)C ((Z)-4-[3-amino-3-methyl-1-butynyl]-1,3-dihydro-5-fluoro-3-[(4-methyl-1H-imidazol-5-yl)methylene]-2H-indol-2-one). Reaction SMILES: [NH2:1][C:2]([CH3:6])([CH3:5])[C:3]#[CH:4].[F:7][C:8]1[C:9](I)=[C:10]2[C:14](=[CH:15][CH:16]=1)[NH:13][C:12](=[O:17])/[C:11]/2=[CH:18]\[C:19]1[NH:23][CH:22]=[N:21][C:20]=1[CH3:24]>C1C=CC([P]([Pd]([P](C2C=CC=CC=2)(C2C=CC=CC=2)C2C=CC=CC=2)([P](C2C=CC=CC=2)(C2C=CC=CC=2)C2C=CC=CC=2)[P](C2C=CC=CC=2)(C2C=CC=CC=2)C2C=CC=CC=2)(C2C=CC=CC=2)C2C=CC=CC=2)=CC=1.CN(C=O)C.CCN(CC)CC>[NH2:1][C:2]([CH3:6])([CH3:5])[C:3]#[C:4][C:9]1[C:8]([F:7])=[CH:16][CH:15]=[C:14]2[C:10]=1/[C:11](=[CH:18]/[C:19]1[NH:23][CH:22]=[N:21][C:20]=1[CH3:24])/[C:12](=[O:17])[NH:13]2 |^1:29,31,50,69|. Procedure: Using Method C above, 3-amino-3-methyl-1-butyne (42.2 mg, 0.51 mmol) (Aldrich) was coupled with (Z)-1,3-dihydro-5-fluoro-4-iodo-3-[(4-methyl-1H-imidazol-5-yl)methylene]-2H-indol-2-one (Starting Material 3 supra) (75 mg, 0.203 mmol) using (Ph3P)4Pd (23.5 mg) and Cul (4 mg) as catalyst in DMF (3 mL) and Et3N (3 mL) as solvent at 80° C. for 18 h to give (Z)-4-[3-amino-3-methyl-1-butynyl]-1,3-dihydro-5-fluoro-3-[(4-methyl-1H-imidazol-5-yl)methylene]-2H-indol-2-one. (Yield 44 mg, 67%).